Dataset: the Open Reaction Database (ORD), a public repository of structured organic reaction records. Task: describe an organic reaction: reactants, conditions, products, and yield Starting materials: CSc1sc(C(=N)NC(=O)OC(C)(C)C)cc1S(=O)(=O)c1cc(O)cc(Br)c1, O=C([O-])[O-], OB(O)c1ccccc1Cl, [Na+], [Na+], c1ccc(P(c2ccccc2)(c2ccccc2)[Pd](P(c2ccccc2)(c2ccccc2)c2ccccc2)(P(c2ccccc2)(c2ccccc2)c2ccccc2)P(c2ccccc2)(c2ccccc2)c2ccccc2)cc1. Product: CSc1sc(C(=N)NC(=O)OC(C)(C)C)cc1S(=O)(=O)c1cc(O)cc(-c2ccccc2Cl)c1. As a reaction SMILES: [C:1]([CH3:2])([CH3:3])([CH3:4])[O:5][C:6]([NH:7][C:8](=[NH:9])[c:10]1[s:11][c:12]([S:26][CH3:27])[c:13]([S:15](=[O:16])(=[O:17])[c:18]2[cH:19][c:20]([Br:25])[cH:21][c:22]([OH:24])[cH:23]2)[cH:14]1)=[O:28].[C:39](=[O:40])([O-:41])[O-:42].[Cl:29][c:30]1[c:31]([B:36]([OH:37])[OH:38])[cH:32][cH:33][cH:34][cH:35]1.[Na+:43].[Na+:44].[cH:45]1[cH:46][cH:47][c:48]([P:49]([Pd:50]([P:51]([c:52]2[cH:53][cH:54][cH:55][cH:56][cH:57]2)([c:58]2[cH:59][cH:60][cH:61][cH:62][cH:63]2)[c:64]2[cH:65][cH:66][cH:67][cH:68][cH:69]2)([P:70]([c:71]2[cH:72][cH:73][cH:74][cH:75][cH:76]2)([c:77]2[cH:78][cH:79][cH:80][cH:81][cH:82]2)[c:83]2[cH:84][cH:85][cH:86][cH:87][cH:88]2)[P:89]([c:90]2[cH:91][cH:92][cH:93][cH:94][cH:95]2)([c:96]2[cH:97][cH:98][cH:99][cH:100][cH:101]2)[c:102]2[cH:103][cH:104][cH:105][cH:106][cH:107]2)([c:108]2[cH:109][cH:110][cH:111][cH:112][cH:113]2)[c:114]2[cH:115][cH:116][cH:117][cH:118][cH:119]2)[cH:120][cH:121]1>>[C:1]([CH3:2])([CH3:3])([CH3:4])[O:5][C:6]([NH:7][C:8](=[NH:9])[c:10]1[s:11][c:12]([S:26][CH3:27])[c:13]([S:15](=[O:16])(=[O:17])[c:18]2[cH:19][c:20](-[c:31]3[c:30]([Cl:29])[cH:35][cH:34][cH:33][cH:32]3)[cH:21][c:22]([OH:24])[cH:23]2)[cH:14]1)=[O:28]. Starting materials: aqueous solution, [OH-].[Na+] (sodium hydroxide), [H-].[Al+3].[Li+].[H-].[H-].[H-] (lithium aluminum hydride), O1CCCC1 (tetrahydrofuran), O1CCCC1 (tetrahydrofuran), CC1=CC(=NO1)NC1=C(C(=O)OC)C=CC=N1 (methyl 2-(5-methyl-3-isoxazolyl)aminonicotinate). Run in C(C)(=O)OCC (Ethyl acetate). Reaction conditions: time 1 hour. Yields the product CC1=CC(=NO1)NC1=NC=CC=C1CO ((2-(5-methyl-3-isoxazolyl)amino-3-pyridinyl)methanol), product. The yield is 108.3%. As a reaction SMILES: [H-].[Al+3].[Li+].[H-].[H-].[H-].O1CCCC1.[CH3:12][C:13]1[O:17][N:16]=[C:15]([NH:18][C:19]2[N:28]=[CH:27][CH:26]=[CH:25][C:20]=2[C:21](OC)=[O:22])[CH:14]=1.[OH-].[Na+]>C(OCC)(=O)C>[CH3:12][C:13]1[O:17][N:16]=[C:15]([NH:18][C:19]2[C:20]([CH2:21][OH:22])=[CH:25][CH:26]=[CH:27][N:28]=2)[CH:14]=1 |f:0.1.2.3.4.5,8.9|. Procedure details: Under a nitrogen gas stream, 0.75 g (20 mmol) of lithium aluminum hydride was added to tetrahydrofuran (70 mL) under ice cooling, and a tetrahydrofuran (30 mL) solution of 2.3 g (9.9 mmol) of methyl 2-(5-methyl-3-isoxazolyl)aminonicotinate was added dropwise to the above solution. The resulting mixture was stirred for one hour under ice cooling. Ethyl acetate was added to the reaction mixture, and 8.0 mL of a 10% aqueous solution of sodium hydroxide was further added thereto. Insoluble materials... Starting materials: C(C(CCC)CCC)(=O)O (valproic acid), C(C1=CC=CC=C1)OC(=O)N[C@@H]([C@@H](C)CC)C(=O)N[C@@H](CC1=CNC2=CC=CC=C12)CO (N-benzyloxycarbonyl-(L)-isoleucyl-(L)-tryptophanol), ON1N=NC2=C1C=CC=C2 (1-hydroxybenzotriazole), Cl.C(C)N=C=NCCCN(C)C (1-ethyl-3-(3-dimethylaminopropyl)carbodiimide hydrochloride). The reagents and catalysts are [C].[Pd] (palladium-carbon). Run in CN(C=O)C (N,N-dimethylformamide), CO.C1CCOC1 (methanol THF), ClCCl (dichloromethane). Run at temperature 0 celsius, time 15 hour. The product is C(C(CCC)CCC)(=O)N[C@@H]([C@@H](C)CC)C(=O)N[C@@H](CC1=CNC2=CC=CC=C12)CO (N-valproyl-(L)-isoleucyl-(L)-tryptophanol). The yield is 84.7%. RXN SMILES: C([O:8][C:9]([NH:11][C@H:12]([C:17]([NH:19][C@H:20]([CH2:31][OH:32])[CH2:21][C:22]1[C:30]2[C:25](=[CH:26][CH:27]=[CH:28][CH:29]=2)[NH:24][CH:23]=1)=[O:18])[C@H:13]([CH2:15][CH3:16])[CH3:14])=O)C1C=CC=CC=1.C(O)(=O)[CH:34]([CH2:38][CH2:39][CH3:40])[CH2:35][CH2:36][CH3:37].ON1C2C=CC=CC=2N=N1.Cl.C(N=C=NCCCN(C)C)C>CN(C)C=O.ClCCl.[C].[Pd].CO.C1COCC1>[C:9]([NH:11][C@H:12]([C:17]([NH:19][C@H:20]([CH2:31][OH:32])[CH2:21][C:22]1[C:30]2[C:25](=[CH:26][CH:27]=[CH:28][CH:29]=2)[NH:24][CH:23]=1)=[O:18])[C@H:13]([CH2:15][CH3:16])[CH3:14])(=[O:8])[CH:34]([CH2:38][CH2:39][CH3:40])[CH2:35][CH2:36][CH3:37] |f:3.4,7.8,9.10|. Reported procedure: A mixture of N-benzyloxycarbonyl-(L)-isoleucyl-(L)-tryptophanol(2.14 g), palladium-carbon (5%, 50% wet, 1.0 g) and methanol-THF (5:1, 30 ml) was subjected to catalytic hydrogenation at room temperature and atomospheric pressure. After the catalyst was filtered off, the filterate was concentrated under reduced pressure to yield an oily substance. The oil and valproic acid (0.71 g) were dissolved in N,N-dimethylformamide (20 ml), and 1-hydroxybenzotriazole (HOBt) (0.82 g) and a solution of 1-ethyl... Starting materials: C1(=CC=CC=C1)CCCC(CCCC1=CC=CC=C1)NC(=O)C1CN(CCC1)C(=O)C1NCCCC1 (1-(piperidine-2-carbonyl)-piperidine-3-carboxylic acid [4-phenyl-1-(3-phenyl-propyl)-butyl]-amide), O1[C@H](C1)COC1=C2C=CC=NC2=CC=C1 ((R)-5-oxiranylmethoxy-quinoline). The solvent is C(C)O (ethanol). Yields the product C1(=CC=CC=C1)CCCC(CCCC1=CC=CC=C1)NC(=O)C1CN(CCC1)C(=O)C1N(CCCC1)C[C@H](COC1=C2C=CC=NC2=CC=C1)O (1-{1-[2-(R)-hydroxy-3-(quinolin-5-yloxy)-propyl]-piperidine-2-carbonyl}-piperidine-3-carboxylic acid [4-phenyl-1-(3-phenyl-propyl)-butyl]-amide). The yield is 72.8%. RXN SMILES: [C:1]1([CH2:7][CH2:8][CH2:9][CH:10]([NH:20][C:21]([CH:23]2[CH2:28][CH2:27][CH2:26][N:25]([C:29]([CH:31]3[CH2:36][CH2:35][CH2:34][CH2:33][NH:32]3)=[O:30])[CH2:24]2)=[O:22])[CH2:11][CH2:12][CH2:13][C:14]2[CH:19]=[CH:18][CH:17]=[CH:16][CH:15]=2)[CH:6]=[CH:5][CH:4]=[CH:3][CH:2]=1.[O:37]1[CH2:39][C@@H:38]1[CH2:40][O:41][C:42]1[CH:51]=[CH:50][CH:49]=[C:48]2[C:43]=1[CH:44]=[CH:45][CH:46]=[N:47]2>C(O)C>[C:1]1([CH2:7][CH2:8][CH2:9][CH:10]([NH:20][C:21]([CH:23]2[CH2:28][CH2:27][CH2:26][N:25]([C:29]([CH:31]3[CH2:36][CH2:35][CH2:34][CH2:33][N:32]3[CH2:39][C@@H:38]([OH:37])[CH2:40][O:41][C:42]3[CH:51]=[CH:50][CH:49]=[C:48]4[C:43]=3[CH:44]=[CH:45][CH:46]=[N:47]4)=[O:30])[CH2:24]2)=[O:22])[CH2:11][CH2:12][CH2:13][C:14]2[CH:15]=[CH:16][CH:17]=[CH:18][CH:19]=2)[CH:2]=[CH:3][CH:4]=[CH:5][CH:6]=1. Reported procedure: 1-(Piperidine-2-carbonyl)-piperidine-3-carboxylic acid [4-phenyl-1-(3-phenyl-propyl)-butyl]-amide (28) (234.4 mg; 0.497 mmol) is dissolved in ethanol (12 mL) at ambient temperature. (R)-5-Oxiranylmethoxy-quinoline (2) (100.0 mg; 0.497 mmol) is added, then the mixture is refluxed for 15 hours. After cooling to ambient temperature, the solution is concentrated in vacuo at 40° C. The residue is purified via silica gel chromatography with gradient elution (90% ethyl acetate in hexanes, 50%→100% acet... Starting materials: O=C([O-])[O-], CC(C)(C)N, CCO, CCOC(C)=O, O=C(Nc1ccccc1OCCCl)c1cccc2[nH]ccc12, [K+], [K+], [Na+], [OH-], O. The product is CC(C)(C)NCCOc1ccccc1NC(=O)c1cccc2[nH]ccc12. Reaction SMILES: [C:26](=[O:27])([O-:28])[O-:29].[C:32]([CH3:33])([CH3:34])([CH3:35])[NH2:36].[CH3:37][CH2:38][OH:39].[CH3:40][CH2:41][O:42][C:43](=[O:44])[CH3:45].[Cl:1][CH2:2][CH2:3][O:4][c:5]1[c:6]([NH:11][C:12](=[O:13])[c:14]2[c:15]3[cH:16][cH:17][nH:18][c:19]3[cH:20][cH:21][cH:22]2)[cH:7][cH:8][cH:9][cH:10]1.[K+:30].[K+:31].[Na+:25].[OH-:24].[OH2:23]>>[CH2:2]([CH2:3][O:4][c:5]1[c:6]([NH:11][C:12](=[O:13])[c:14]2[c:15]3[cH:16][cH:17][nH:18][c:19]3[cH:20][cH:21][cH:22]2)[cH:7][cH:8][cH:9][cH:10]1)[NH:36][C:32]([CH3:33])([CH3:34])[CH3:35]. Reactants: CC(=O)O, CS(=O)(=O)c1ccc(-c2nnccc2-c2ccc(Cl)cc2)cc1, OO. The product is CS(=O)(=O)c1ccc(-c2n[n+]([O-])ccc2-c2ccc(Cl)cc2)cc1. RXN SMILES: [CH3:26][C:27](=[O:28])[OH:29].[Cl:3][c:4]1[cH:5][cH:6][c:7](-[c:10]2[c:11](-[c:16]3[cH:17][cH:18][c:19]([S:22](=[O:23])(=[O:24])[CH3:25])[cH:20][cH:21]3)[n:12][n:13][cH:14][cH:15]2)[cH:8][cH:9]1.[OH:1][OH:2]>>[O-:1][n+:13]1[n:12][c:11](-[c:16]2[cH:17][cH:18][c:19]([S:22](=[O:23])(=[O:24])[CH3:25])[cH:20][cH:21]2)[c:10](-[c:7]2[cH:6][cH:5][c:4]([Cl:3])[cH:9][cH:8]2)[cH:15][cH:14]1. The reactants are [Li+].C[Si](C)(C)[N-][Si](C)(C)C (LHMDS), CC1=CC=CC(=N1)CN1N=CC=2C(=CC=CC12)N (1-((6-methylpyridin-2-yl)methyl)-1H-indazol-4-amine), CN1CCN(CC1)CCOC1=CC=2N(C=C1)C(=CN2)C(=O)OCC (ethyl 7-(2-(4-methylpiperazin-1-yl)ethoxy)imidazo[1,2-a]pyridine-3-carboxylate). Run in C(=O)(O)[O-].[Na+] (NaHCO3), C1CCOC1 (THF). Conditions: temperature 0 celsius, time 10 minute. The product is CN1CCN(CC1)CCOC1=CC=2N(C=C1)C(=CN2)C(=O)NC2=C1C=NN(C1=CC=C2)CC2=NC(=CC=C2)C (7-(2-(4-methylpiperazin-1-yl)ethoxy)-N-(1-((6-methylpyridin-2-yl)methyl)-1H-indazol-4-yl)imidazo[1,2-a]pyridine-3-carboxamide). The yield is 61.0%. Reaction SMILES: [Li+].C[Si]([N-][Si](C)(C)C)(C)C.[CH3:11][C:12]1[N:17]=[C:16]([CH2:18][N:19]2[C:27]3[CH:26]=[CH:25][CH:24]=[C:23]([NH2:28])[C:22]=3[CH:21]=[N:20]2)[CH:15]=[CH:14][CH:13]=1.[CH3:29][N:30]1[CH2:35][CH2:34][N:33]([CH2:36][CH2:37][O:38][C:39]2[CH:44]=[CH:43][N:42]3[C:45]([C:48](OCC)=[O:49])=[CH:46][N:47]=[C:41]3[CH:40]=2)[CH2:32][CH2:31]1>C1COCC1.C([O-])(O)=O.[Na+]>[CH3:29][N:30]1[CH2:31][CH2:32][N:33]([CH2:36][CH2:37][O:38][C:39]2[CH:44]=[CH:43][N:42]3[C:45]([C:48]([NH:28][C:23]4[CH:24]=[CH:25][CH:26]=[C:27]5[C:22]=4[CH:21]=[N:20][N:19]5[CH2:18][C:16]4[CH:15]=[CH:14][CH:13]=[C:12]([CH3:11])[N:17]=4)=[O:49])=[CH:46][N:47]=[C:41]3[CH:40]=2)[CH2:34][CH2:35]1 |f:0.1,5.6|. Procedure details: LHMDS (1.595 mL, 1.595 mmol, 1.0M THF) was added drop-wise to a solution of 1-((6-methylpyridin-2-yl)methyl)-1H-indazol-4-amine (0.190 g, 0.7974 mmol) in THF (4 mL) at 0° C., resulting in a dark solution. The mixture was stirred at 0° C. for 10 minutes, then ethyl 7-(2-(4-methylpiperazin-1-yl)ethoxy)imidazo[1,2-a]pyridine-3-carboxylate (Preparation A; 0.5566 g, 1.674 mmol) was added in one portion and the mixture was stirred overnight. The reaction mixture was diluted with saturated aqueous NaHC... Starting materials: NC1=CC=C(C(=O)OCC)C=C1 (ethyl p-aminobenzoate), [I-].[Na+] (sodium iodide), CN(P(=O)(N(C)C)N(C)C)C (hexamethylphosphoramide), C1(=CC=CC=C1)CCCCCCCCCl (8-phenyloctyl chloride). Run in C(C)O (ethanol), O (water). Conditions: temperature 110 celsius. The product is C1(=CC=CC=C1)CCCCCCCCNC1=CC=C(C(=O)OCC)C=C1 (Ethyl p-[(8-Phenyloctyl)amino]benzoate). Reaction SMILES: [NH2:1][C:2]1[CH:12]=[CH:11][C:5]([C:6]([O:8][CH2:9][CH3:10])=[O:7])=[CH:4][CH:3]=1.CN(C)P(N(C)C)(N(C)C)=O.[C:24]1([CH2:30][CH2:31][CH2:32][CH2:33][CH2:34][CH2:35][CH2:36][CH2:37]Cl)[CH:29]=[CH:28][CH:27]=[CH:26][CH:25]=1.[I-].[Na+]>C(O)C.O>[C:24]1([CH2:30][CH2:31][CH2:32][CH2:33][CH2:34][CH2:35][CH2:36][CH2:37][NH:1][C:2]2[CH:3]=[CH:4][C:5]([C:6]([O:8][CH2:9][CH3:10])=[O:7])=[CH:11][CH:12]=2)[CH:29]=[CH:28][CH:27]=[CH:26][CH:25]=1 |f:3.4|. Procedure: A mixture of 14.9 g. of ethyl p-aminobenzoate, 50 ml. of hexamethylphosphoramide, 10.1 g. of 8-phenyloctyl chloride and 6.75 g. of sodium iodide is stirred and heated in an oil bath at 110° C. for 24 hours. The mixture is chilled, diluted with 50 ml. of water and 25 ml. of ethanol, chilled and filtered. The solid is washed with ethanol-water (1:1) and with water to give crystals, m.p. 61°-68° C. Recrystallization from ethanol gives white crystals, m.p. 75°-76° C.